This data is from the Open Reaction Database (ORD), a public repository of structured organic reaction records. The task is: describe an organic reaction: reactants, conditions, products, and yield The reactants are FC=1C=C(C=CC1)CCC(=O)O (3-(3-fluorophenyl)propanoic acid), ClSCl (dichlorosulfane). Yields the product FC=1C=C(C=CC1)CCC(=O)Cl (3-(3-fluorophenyl)propanoyl chloride). RXN SMILES: [F:1][C:2]1[CH:3]=[C:4]([CH2:8][CH2:9][C:10]([OH:12])=O)[CH:5]=[CH:6][CH:7]=1.[Cl:13]SCl>>[F:1][C:2]1[CH:3]=[C:4]([CH2:8][CH2:9][C:10]([Cl:13])=[O:12])[CH:5]=[CH:6][CH:7]=1. Procedure details: A mixture of 3-(3-fluorophenyl)propanoic acid (2.50 g, 14.9 mmol) and dichlorosulfane (10 mL) under N2 was refluxed for 3 h. The mixture was cooled to rt and concentrated in vacuo to give the title compound, which was used for next step without further purification. The product is Cl.CC1=CC=C(C=C1)CN(C(CC1=CC=C(C=C1)OC)=O)C1CCN(CC1)CC1=CC=CC=C1 (N-((4-Methylphenyl)methyl)-N-(1-(phenylmethyl)piperidin-4-yl)-4-methoxyphenylacetamide hydrochloride), Cl (HCl). Starting materials: CC1=CC=C(C=C1)CNC1CCN(CC1)CC1=CC=CC=C1 (4-((4-Methylphenyl)methyl)amino-1-phenylmethylpiperidine), C(C)(C)N(CC)C(C)C (diisopropylethylamine), COC1=CC=C(C=C1)CC(=O)Cl (4-methoxyphenylacetyl chloride), [OH-].[Na+] (NaOH). Reaction conditions: time 16 hour. Reported procedure: To a solution of 4-((4-Methylphenyl)methyl)amino-1-phenylmethylpiperidine (800 mg, 2.7 mmol) in dry dichloromethane (30 ml) was added diisopropylethylamine (1.5 ml)followed by 4-methoxyphenylacetyl chloride (997 mg, 5.4 mmol). The reaction mixture was stirred at room temperature. After 16 h, the reaction mixture was concentrated, redissolved in diethyl ether, and extracted with HCl (0.6 N). The aqueous layer was isolated, treated with NaOH (1 N)until basic, and extracted with dichloromethane (20... Run in ClCCl (dichloromethane). As a reaction SMILES: [CH3:1][C:2]1[CH:7]=[CH:6][C:5]([CH2:8][NH:9][CH:10]2[CH2:15][CH2:14][N:13]([CH2:16][C:17]3[CH:22]=[CH:21][CH:20]=[CH:19][CH:18]=3)[CH2:12][CH2:11]2)=[CH:4][CH:3]=1.C(N(C(C)C)CC)(C)C.[CH3:32][O:33][C:34]1[CH:39]=[CH:38][C:37]([CH2:40][C:41]([Cl:43])=[O:42])=[CH:36][CH:35]=1.[OH-].[Na+]>ClCCl>[ClH:43].[CH3:1][C:2]1[CH:3]=[CH:4][C:5]([CH2:8][N:9]([CH:10]2[CH2:11][CH2:12][N:13]([CH2:16][C:17]3[CH:22]=[CH:21][CH:20]=[CH:19][CH:18]=3)[CH2:14][CH2:15]2)[C:41](=[O:42])[CH2:40][C:37]2[CH:38]=[CH:39][C:34]([O:33][CH3:32])=[CH:35][CH:36]=2)=[CH:6][CH:7]=1.[ClH:43] |f:3.4,6.7|. Reactants: C(C)(=O)OCC1=CS[C@H]2N(C1C(=O)O)C(C2NC(CC2=CC=CC=C2)=O)=O (3-acetoxymethyl-7-(N-phenylacetyl-amino)-ceph-2-em-4ξ-carboxylic acid), FC(C(=O)O)(F)F (trifluoroacetic acid). The solvent is C1(=CC=CC=C1)C (toluene). Run at time 15 minute. The product is C1(=CC=CC=C1)CC(=O)NC1[C@@H]2N(C(C(=CS2)COC(C(F)(F)F)=O)C(=O)O)C1=O (7-(N-phenylacetyl-amino)-3-trifluoroacetoxymethyl-ceph-2-em-4ξ-carboxylic acid). RXN SMILES: C(O[CH2:5][C:6]1[CH:11]([C:12]([OH:14])=[O:13])[N:10]2[C:15](=[O:27])[CH:16]([NH:17][C:18](=[O:26])[CH2:19][C:20]3[CH:25]=[CH:24][CH:23]=[CH:22][CH:21]=3)[C@H:9]2[S:8][CH:7]=1)(=O)C.[F:28][C:29]([F:34])([F:33])[C:30]([OH:32])=[O:31]>C1(C)C=CC=CC=1>[C:20]1([CH2:19][C:18]([NH:17][CH:16]2[C:15](=[O:27])[N:10]3[CH:11]([C:12]([OH:14])=[O:13])[C:6]([CH2:5][O:31][C:30](=[O:32])[C:29]([F:34])([F:33])[F:28])=[CH:7][S:8][C@H:9]23)=[O:26])[CH:25]=[CH:24][CH:23]=[CH:22][CH:21]=1. Procedure: A solution of 0.8 g of 3-acetoxymethyl-7-(N-phenylacetyl-amino)-ceph-2-em-4ξ-carboxylic acid in 4 ml of trifluoroacetic acid is left to stand for 15 minutes at room temperature and is then diluted with an equal quantity of toluene. The volatile constituents are evaporated under reduced pressure and at room temperature. The residue is taken up in 100 ml of chloroform and the mixture is filtered. The filtrate is concentrated to a small volume under reduced pressure and cooled. The resulting solid ... The reactants are ClC=1C=C2C=CNC2=CC1 (5-chloro-1H-indole), [Cl-].C(C1=CC=CC=C1)=[N+](C)C (benzylidene-dimethyl-ammonium chloride). Yields the product ClC=1C=C2C(=CNC2=CC1)C(C1=CC=CC=C1)N(C)C ([(5-Chloro-1H-indol-3-yl)-phenylmethyl]-dimethylamine). Reaction SMILES: [Cl:1][C:2]1[CH:3]=[C:4]2[C:8](=[CH:9][CH:10]=1)[NH:7][CH:6]=[CH:5]2.[Cl-].[CH:12](=[N+:19]([CH3:21])[CH3:20])[C:13]1[CH:18]=[CH:17][CH:16]=[CH:15][CH:14]=1>>[Cl:1][C:2]1[CH:3]=[C:4]2[C:8](=[CH:9][CH:10]=1)[NH:7][CH:6]=[C:5]2[CH:12]([N:19]([CH3:21])[CH3:20])[C:13]1[CH:18]=[CH:17][CH:16]=[CH:15][CH:14]=1 |f:1.2|. Procedure details: The preparation was carried out in accordance with general synthesis instructions 4 from 5-chloro-1H-indole and benzylidene-dimethyl-ammonium chloride, which had been prepared in accordance with example 1. Starting materials: diamine, [OH-].[Na+] (sodium hydroxide), ClC(=O)OCC(Cl)(Cl)Cl (2,2,2-trichloroethyl chloroformate), ClC=1C=C(N[C@H]2[C@@H](CCCCC2)NC)C=CC1Cl (trans-3,4-dichloro-N-[2-(N-methylamino)cycloheptyl]-aniline), hydrochloride salt, C([O-])(O)=O.[Na+] (sodium bicarbonate). The solvent is C(C)OCC (ethyl ether), C(C)N(CC)CC (triethylamine), C(C)OCC (ethyl ether). Reaction conditions: time 2 hour. Product: Cl.ClC=1C=C(N[C@H]2[C@@H](CCCCC2)N(C(=O)OCC(Cl)(Cl)Cl)C)C=CC1Cl (Trans-3,4-dichloro-N-[2-(N-methyl-N-trichloroethoxycarbonylamino)cycloheptyl]aniline hydrochloride). RXN SMILES: [Cl:1][C:2]1[CH:3]=[C:4]([CH:15]=[CH:16][C:17]=1[Cl:18])[NH:5][C@@H:6]1[CH2:12][CH2:11][CH2:10][CH2:9][CH2:8][C@H:7]1[NH:13][CH3:14].[OH-].[Na+].Cl[C:22]([O:24][CH2:25][C:26]([Cl:29])([Cl:28])[Cl:27])=[O:23].C(=O)(O)[O-].[Na+]>C(OCC)C.C(N(CC)CC)C>[ClH:1].[Cl:1][C:2]1[CH:3]=[C:4]([CH:15]=[CH:16][C:17]=1[Cl:18])[NH:5][C@@H:6]1[CH2:12][CH2:11][CH2:10][CH2:9][CH2:8][C@H:7]1[N:13]([CH3:14])[C:22]([O:24][CH2:25][C:26]([Cl:29])([Cl:28])[Cl:27])=[O:23] |f:1.2,4.5,8.9|. Procedure details: To a mixture of equimolar quantities of triethylamine and the free diamine, trans-3,4-dichloro-N-[2-(N-methylamino)cycloheptyl]-aniline, released from its hydrochloride salt with sodium hydroxide, in ethyl ether, there is added an equimolar amount of 2,2,2-trichloroethyl chloroformate in ethyl ether. The mixture is stirred at room temperature for 2 hours. Then saturated sodium bicarbonate solution is added. The organic layer is dried over magnesium sulfate and concentrated to an oil. This oil is...